Dataset: the Open Reaction Database (ORD), a public repository of structured organic reaction records. Task: describe an organic reaction: reactants, conditions, products, and yield Reactants: CS(=O)(=O)O, Cc1ccccc1, Fc1ccc(C2CCNCC2COc2ccc3c(c2)OCO3)cc1, [K+], [OH-], O=C([O-])Nc1ccccc1. The product is CS(=O)(=O)[O-], Fc1ccc(C2CCNCC2COc2ccc3c(c2)OCO3)cc1. Reaction SMILES: [CH3:37][S:38]([OH:39])(=[O:40])=[O:41].[CH3:42][c:43]1[cH:44][cH:45][cH:46][cH:47][cH:48]1.[CH:1]1([c:18]2[cH:19][cH:20][c:21]([F:22])[cH:23][cH:24]2)[CH2:2][CH2:3][NH:4][CH2:5][CH:6]1[CH2:7][O:8][c:9]1[cH:10][cH:11][c:12]2[c:16]([cH:17]1)[O:15][CH2:14][O:13]2.[K+:26].[OH-:25].[c:27]1([NH:28][C:29](=[O:30])[O-:31])[cH:32][cH:33][cH:34][cH:35][cH:36]1>>[CH3:37][S:38](=[O:39])(=[O:40])[O-:41].[CH:1]1([c:18]2[cH:19][cH:20][c:21]([F:22])[cH:23][cH:24]2)[CH2:2][CH2:3][NH:4][CH2:5][CH:6]1[CH2:7][O:8][c:9]1[cH:10][cH:11][c:12]2[c:16]([cH:17]1)[O:15][CH2:14][O:13]2. The reactants are [BH4-].[Na+] (sodium borohydride), C(O)([O-])=O.[Na+] (sodium hydrogencarbonate), C1(=CC=CC=C1)P(C1=CC=CC=C1)(C1=CC=CC=C1)=O (triphenylphosphine oxide), FC(S(=O)(=O)OS(=O)(=O)C(F)(F)F)(F)F (trifluoromethanesulfonic anhydride), COCCOC=1C=C2C=C(NC2=C(C1)N(S(=O)(=O)C1=NC=CC=C1)C)C=1SC[C@H](N1)C(=O)OC (methyl (4R)-2-{5-(2-methoxyethoxy)-7-[methyl(pyridin-2-ylsulfonyl)amino]-1H-indol-2-yl}-4,5-dihydro-1,3-thiazole-4-carboxylate), C1(=CC=CC=C1)P(C1=CC=CC=C1)(C1=CC=CC=C1)=O (triphenylphosphine oxide), COC([C@@H](NC(=O)C=1NC2=C(C=C(C=C2C1)OCCOC)N(S(=O)(=O)C1=NC=CC=C1)C)CSCC1=CC=CC=C1)=O (S-benzyl-N-({5-(2-methoxyethoxy)-7-[methyl(pyridin-2-ylsulfonyl)amino]-1H-indol-2-yl}carbonyl)-L-cysteine methyl ester), C1(=CC=CC=C1)SC (thioanisole), ester, C1(=CC=CC=C1)P(C1=CC=CC=C1)(C1=CC=CC=C1)=O (triphenylphosphine oxide). The solvent is ClCCl (dichloromethane), O (Water), ClCCl (dichloromethane), O1CCCC1 (tetrahydrofuran), CO (methanol), ClCCl (dichloromethane). Run at temperature 0 celsius, time 15 minute. Yields the product OC[C@H]1N=C(SC1)C=1NC2=C(C=C(C=C2C1)OCCOC)N(S(=O)(=O)C1=NC=CC=C1)C (N-[2-[(4R)-4-(hydroxymethyl)-4,5-dihydro-1,3-thiazol-2-yl]-5-(2-methoxyethoxy)-1H-indol-7-yl]-N-methylpyridine-2-sulfonamide). Yield: 34.7%. Reaction SMILES: C1(P(=O)(C2C=CC=CC=2)C2C=CC=CC=2)C=CC=CC=1.FC(F)(F)S(OS(C(F)(F)F)(=O)=O)(=O)=O.CO[C:38](=[O:77])[C@H:39]([CH2:68][S:69]CC1C=CC=CC=1)[NH:40][C:41]([C:43]1[NH:44][C:45]2[C:50]([CH:51]=1)=[CH:49][C:48]([O:52][CH2:53][CH2:54][O:55][CH3:56])=[CH:47][C:46]=2[N:57]([CH3:67])[S:58]([C:61]1[CH:66]=[CH:65][CH:64]=[CH:63][N:62]=1)(=[O:60])=[O:59])=O.C1(SC)C=CC=CC=1.C(=O)([O-])O.[Na+].COCCOC1C=C2C(=C(N(C)S(C3C=CC=CN=3)(=O)=O)C=1)NC(C1SC[C@@H](C(OC)=O)N=1)=C2.[BH4-].[Na+]>ClCCl.O1CCCC1.O.CO>[OH:77][CH2:38][C@@H:39]1[CH2:68][S:69][C:41]([C:43]2[NH:44][C:45]3[C:50]([CH:51]=2)=[CH:49][C:48]([O:52][CH2:53][CH2:54][O:55][CH3:56])=[CH:47][C:46]=3[N:57]([CH3:67])[S:58]([C:61]2[CH:66]=[CH:65][CH:64]=[CH:63][N:62]=2)(=[O:59])=[O:60])=[N:40]1 |f:4.5,7.8|. Procedure details: To a solution of triphenylphosphine oxide (2.7 g) in dichloromethane (6 mL) was added dropwise trifluoromethanesulfonic anhydride (1.2 mL) at 0° C., and the mixture was stirred at 0° C. for 15 min. The obtained suspension was diluted with dichloromethane (19 mL), and a solution of S-benzyl-N-({5-(2-methoxyethoxy)-7-[methyl(pyridin-2-ylsulfonyl)amino]-1H-indol-2-yl}carbonyl)-L-cysteine methyl ester (1.0 g) and thioanisole (1.5 mL) in dichloromethane (25 mL) was added. The reaction mixture was sti...